Dataset: the Open Reaction Database (ORD), a public repository of structured organic reaction records. Task: describe an organic reaction: reactants, conditions, products, and yield Starting materials: CC(=O)[O-], CC(=O)[O-], Cc1cc[nH]n1, ClCCl, [Cu+2], OB(O)c1ccc(C(F)(F)F)cc1, c1ccncc1. Product: Cc1ccn(-c2ccc(C(F)(F)F)cc2)n1. Reaction SMILES: [C:29]([O-:30])(=[O:31])[CH3:32].[C:34]([O-:35])(=[O:36])[CH3:37].[CH3:14][c:15]1[n:16][nH:17][cH:18][cH:19]1.[Cl:26][CH2:27][Cl:28].[Cu+2:33].[F:1][C:2]([c:3]1[cH:4][cH:5][c:6]([B:9]([OH:10])[OH:11])[cH:7][cH:8]1)([F:12])[F:13].[cH:20]1[cH:21][cH:22][n:23][cH:24][cH:25]1>>[F:1][C:2]([c:3]1[cH:4][cH:5][c:6](-[n:17]2[n:16][c:15]([CH3:14])[cH:19][cH:18]2)[cH:7][cH:8]1)([F:12])[F:13]. Reactants: C(C1=CC=CC=C1)OC([C@H](CC=1C=CC(=C(C(=O)OCC)C1)OCC(=O)OCC)NC(=O)OC(C)(C)C)=O (Ethyl 5-{(2S)-3-(Benzyloxy)-2-[(tert-butoxycarbonyl)amino]-3-oxopropyl}-2-(2-ethoxy-2-oxoethoxy)benzoate), ( 23 ), ( 9 ), ( 25 ), ClC1=CC=C(C(=O)CCC(=O)O)C=C1 (3-(4-chlorobenzoyl) propionic acid), ( 99 ), ( 99 ), ( 58 ), ( 48 ), ( 9 ), N[C@@H](CC=1C=CC(=C(C(=O)OCC)C1)OCC(=O)OCC)C(=O)OCC1=CC=CC=C1 (Ethyl 5-[(2S)-2-Amino-3-(benzyloxy)-3-oxopropyl]-2-(2-ethoxy-2-oxoethoxy)benzoate), compound, ( 58 ), N[C@@H](CC=1C=CC(=C(C(=O)OCC)C1)OCC(=O)OCC)C(=O)OCC1=CC=CC=C1 (Ethyl 5-[(2S)-2-Amino-3-(benzyloxy)-3-oxopropyl]-2-(2-ethoxy-2-oxoethoxy)benzoate), C(C1=CC=CC=C1)OC([C@H](CC=1C=CC(=C(C(=O)OCC)C1)OCC(=O)OCC)NC(=O)OC(C)(C)C)=O (Ethyl 5-{(2S)-3-(Benzyloxy)-2-[(tert-butoxycarbonyl)amino]-3-oxopropyl}-2-(2-ethoxy-2-oxoethoxy)benzoate), ( 20 ), C(C1=CC=CC=C1)OC([C@H](CC=1C=CC(=C(C(=O)OCC)C1)OCC(=O)OCC)NC(=O)OCC1C2=CC=CC=C2C=2C=CC=CC12)=O (Ethyl 5-((2S)-3-(Benzyloxy)-2-{[(9H-fluoren-9-ylmethoxy)carbonyl]amino}-3-oxopropyl)-2-(2-ethoxy-2-oxoethoxy)benzoate), N[C@@H](CC=1C=CC(=C(C(=O)OCC)C1)OCC(=O)OCC)C(=O)OCC1=CC=CC=C1 (Ethyl 5-[(2S)-2-Amino-3-(benzyloxy)-3-oxopropyl]-2-(2-ethoxy-2-oxoethoxy)benzoate), N[C@@H](CC=1C=CC(=C(C(=O)OCC)C1)OCC(=O)OCC)C(=O)OCC1=CC=CC=C1 (Ethyl 5-[(2S)-2-Amino-3-(benzyloxy)-3-oxopropyl]-2-(2-ethoxy-2-oxoethoxy)benzoate), ( 25 ), IC=1C=C(C[C@H](N)C(=O)O)C=CC1O (3-iodotyrosine). Yields the product C(=O)(O)COC1=C(C(=O)O)C=C(C=C1)C[C@@H](C(NCCCCC)=O)NC(C[C@@H](CC1=CC=CC=C1)C(=O)O)=O (2-(Carboxymethoxy)-5-[(2S)-2-{[(3R)-3-carboxy-4-phenylbutanoyl]amino}-3-oxo-3-(pentylamino)propyl]benzoic Acid). RXN SMILES: C(O[C:9](=[O:38])[C@@H:10]([NH:30][C:31]([O:33]C(C)(C)C)=O)[CH2:11][C:12]1[CH:13]=[CH:14][C:15]([O:23][CH2:24][C:25]([O:27]CC)=[O:26])=[C:16]([CH:22]=1)[C:17]([O:19]CC)=[O:18])C1C=CC=CC=1.I[C:40]1[CH:41]=[C:42]([CH:49]=[CH:50][C:51]=1O)[CH2:43][C@@H:44]([C:46]([OH:48])=[O:47])N.[NH2:53][C@H:54](C(OCC1C=CC=CC=1)=O)[CH2:55][C:56]1C=CC(OCC(OCC)=O)=[C:60]([CH:66]=1)C(OCC)=O.Cl[C:85]1C=CC(C(CCC(O)=O)=O)=CC=1.C(OC(=O)[C@@H](NC(OCC1C2C=CC=CC=2C2C1=CC=CC=2)=O)CC1C=CC(OCC(OCC)=O)=C(C=1)C(OCC)=O)C1C=CC=CC=1>>[C:25]([CH2:24][O:23][C:15]1[CH:14]=[CH:13][C:12]([CH2:11][C@H:10]([NH:30][C:31](=[O:33])[CH2:85][C@H:44]([C:46]([OH:48])=[O:47])[CH2:43][C:42]2[CH:49]=[CH:50][CH:51]=[CH:40][CH:41]=2)[C:9](=[O:38])[NH:53][CH2:54][CH2:55][CH2:56][CH2:66][CH3:60])=[CH:22][C:16]=1[C:17]([OH:19])=[O:18])([OH:27])=[O:26]. Procedure: The title compound was prepared in analogy with the preparation of the compound of Example 151 above. MS (FAB) m/z (rel. intensity) 543 (MH+, 25), 544 (9), 543 (25), 309 (15), 263 (9), 233 (10), 231 (48), 154 (99), 137 (58), 109 (15), 91 (16). MS (FAB) m/z (rel. intensity) 543 (MH+, 99), 565 (20), 544 (33), 543 (99), 238 (25), 117 (16), 107 (16), 88 (58), 43 (23), 41 (16), 23 (17). HRMS (FAB) calcd for C28H34N2O9+H1 543.2343, found 543.2353. Anal. Calcd for C28H34N2O9: C, 61.98; H, 6.32; N, 5.16... Reactants: CI, CCCCCC(=O)C=CI, [Mg]. Yields the product CCCCCC(C)(O)C=CI. RXN SMILES: [CH3:1][I:2].[I:4][CH:5]=[CH:6][C:7]([CH2:8][CH2:9][CH2:10][CH2:11][CH3:12])=[O:13].[Mg:3]>>[CH3:1][C:7]([CH:6]=[CH:5][I:4])([CH2:8][CH2:9][CH2:10][CH2:11][CH3:12])[OH:13]. The reactants are ClC1=NC=C(C=O)C=C1 (6-chloronicotinaldehyde), C[S-].[Na+] (Sodium thiomethoxide), O (Water). The solvent is CN(C)C=O (DMF). Conditions: time 2 hour. Yields the product CSC1=NC=C(C=O)C=C1 (6-(methylthio)nicotinaldehyde). Isolated yield 73.6%. As a reaction SMILES: Cl[C:2]1[CH:9]=[CH:8][C:5]([CH:6]=[O:7])=[CH:4][N:3]=1.[CH3:10][S-:11].[Na+].O>CN(C=O)C>[CH3:10][S:11][C:2]1[CH:9]=[CH:8][C:5]([CH:6]=[O:7])=[CH:4][N:3]=1 |f:1.2|. Procedure details: In DMF (5.0 mL) was dissolved 6-chloronicotinaldehyde (300 mg, 2.12 mmol). Sodium thiomethoxide (178 mg, 2.54 mmol) was added and the mixture was stirred at room temperature for 2 hours. Water was added to the reaction mixture. Extraction with ethyl acetate, washing with saturated brine and drying over anhydrous sodium sulfate were performed. After filtration, the solvent in the filtrate was evaporated under reduced pressure. The residue was purified by silica gel column chromatography (hexane/e...